This data is from the Open Reaction Database (ORD), a public repository of structured organic reaction records. The task is: describe an organic reaction: reactants, conditions, products, and yield The reactants are 1c, COC(COC1=CC(=C(C=C1)Cl)N)=O ((3-amino-4-chlorophenoxy)acetic acid methyl ester), C(C)OC(C(C(CC)=O)CC1=CC=C(C=C1)C(C(C)C)=O)=O (2-(4-isobutyrylbenzyl)-3-oxopentanoic acid ethyl ester). Yields the product COC(COC1=C2C(C(=C(NC2=C(C=C1)Cl)CC)CC1=CC=C(C=C1)C(C(C)C)=O)=O)=O ([8-chloro-2-ethyl-3-(4-isobutyrylbenzyl)-4-oxo-1,4-dihydroquinolin-5-yloxy]acetic acid methyl ester). RXN SMILES: [CH3:1][O:2][C:3](=[O:14])[CH2:4][O:5][C:6]1[CH:11]=[CH:10][C:9]([Cl:12])=[C:8]([NH2:13])[CH:7]=1.C([O:17][C:18](=O)[CH:19]([CH2:24][C:25]1[CH:30]=[CH:29][C:28]([C:31](=[O:35])[CH:32]([CH3:34])[CH3:33])=[CH:27][CH:26]=1)[C:20](=O)[CH2:21][CH3:22])C>>[CH3:1][O:2][C:3](=[O:14])[CH2:4][O:5][C:6]1[CH:11]=[CH:10][C:9]([Cl:12])=[C:8]2[C:7]=1[C:18](=[O:17])[C:19]([CH2:24][C:25]1[CH:26]=[CH:27][C:28]([C:31](=[O:35])[CH:32]([CH3:33])[CH3:34])=[CH:29][CH:30]=1)=[C:20]([CH2:21][CH3:22])[NH:13]2. Reported procedure: The title compound was prepared by the method of Preparation 1c using (3-amino-4-chlorophenoxy)acetic acid methyl ester and 2-(4-isobutyrylbenzyl)-3-oxopentanoic acid ethyl ester. Starting materials: C(=O)(OCC)N1CCN(CC1)C1CC2=C(SC3=C1C=C(C=C3)Cl)C=CC(=C2)C (1-carbethoxy-4-(8-chloro-10,11-dihydro-2-methyl-dibenzo[b,f]thiepin-10-yl)-piperazine), ice water, C(CO)O (ethyleneglycol), [OH-].[K+] (potassium hydroxide). Run in O (water). Product: ClC=1C=CC2=C(C(CC3=C(S2)C=CC(=C3)C)N3CCNCC3)C1 (1-(8-chloro10,11-dihydro-2-methyl-dibenzo[b,f]-thiepin-10-yl)-piperazine). Reaction SMILES: C([N:6]1[CH2:11][CH2:10][N:9]([CH:12]2[C:18]3[CH:19]=[C:20]([Cl:23])[CH:21]=[CH:22][C:17]=3[S:16][C:15]3[CH:24]=[CH:25][C:26]([CH3:28])=[CH:27][C:14]=3[CH2:13]2)[CH2:8][CH2:7]1)(OCC)=O.C(O)CO.[OH-].[K+]>O>[Cl:23][C:20]1[CH:21]=[CH:22][C:17]2[S:16][C:15]3[CH:24]=[CH:25][C:26]([CH3:28])=[CH:27][C:14]=3[CH2:13][CH:12]([N:9]3[CH2:10][CH2:11][NH:6][CH2:7][CH2:8]3)[C:18]=2[CH:19]=1 |f:2.3|. Procedure details: 95 G. of 1-carbethoxy-4-(8-chloro-10,11-dihydro-2-methyl-dibenzo[b,f]thiepin-10-yl)-piperazine are stirred together with 1,000 ml. of ethyleneglycol, 77 g. of potassium hydroxide and 10 ml of water on a bath of 160° for 6 hours. The reaction mixture is poured over ice water and extracted with ether. The ether extract is washed with water, dried and evaporated, whereby 1-(8-chloro10,11-dihydro-2-methyl-dibenzo[b,f]-thiepin-10-yl)-piperazine is obtained as a red-brown viscous oil. After recrystall... Reactants: COC(=O)C=1C(=NN(N1)C1=CC=CC=C1)C(=O)O (5-methoxycarbonyl-2-phenyl-2H-1,2,3-triazole-4-carboxylic acid), C(=O)(N1C=NC=C1)N1C=NC=C1 (carbonyldiimidazole), CNC (dimethylamine). Solvent: CN(C)C=O (DMF). Reaction conditions: temperature 23 celsius, time 1.5 hour. Product: CN(C(=O)C=1C(=NN(N1)C1=CC=CC=C1)C(=O)OC)C (methyl 5-(N,N-dimethylcarbamoyl)-2-phenyl-2H-1,2,3-triazole-4-carboxylate). Isolated yield 89.4%. As a reaction SMILES: [CH3:1][O:2][C:3]([C:5]1[C:6]([C:16]([OH:18])=O)=[N:7][N:8]([C:10]2[CH:15]=[CH:14][CH:13]=[CH:12][CH:11]=2)[N:9]=1)=[O:4].[C:19](N1C=CN=C1)([N:21]1C=CN=[CH:22]1)=O.CNC>CN(C=O)C>[CH3:19][N:21]([CH3:22])[C:16]([C:6]1[C:5]([C:3]([O:2][CH3:1])=[O:4])=[N:9][N:8]([C:10]2[CH:11]=[CH:12][CH:13]=[CH:14][CH:15]=2)[N:7]=1)=[O:18]. Reported procedure: A solution of 5-methoxycarbonyl-2-phenyl-2H-1,2,3-triazole-4-carboxylic acid (0.203 g, 0.82 mmol) in dry DMF (3 mL) at 23° C. was treated with carbonyldiimidazole (0.146 g, 0.90 mmol). The resulting mixture was stirred for 1.5 h at 23° C., cooled to 0° C. and treated with dimethylamine (2.0 M, in THF, 2.05 mL, 4.10 mmol). The resulting mixture was allowed to warm to 23° C. over 16 h and concentrated in vacuo. The residue was partitioned between water and EtOAc. The aqueous layer was extracted wi... The reactants are CN(C(OC(C)(C)C)=O)CCN1N=C(C=CC1=O)C=1SC=C(C1)C (tert-butyl methyl(2-(3-(4-methylthiophen-2-yl)-6-oxopyridazin-1(6H)-yl)ethyl)carbamate). The solvent is C(Cl)Cl (CH2Cl2), C(=O)(C(F)(F)F)O (TFA). Yields the product CNCCN1N=C(C=CC1=O)C=1SC=C(C1)C (2-(2-(Methylamino)ethyl)-6-(4-methylthiophen-2-yl)pyridazin-3(2H)-one). RXN SMILES: [CH3:1][N:2]([CH2:10][CH2:11][N:12]1[C:17](=[O:18])[CH:16]=[CH:15][C:14]([C:19]2[S:20][CH:21]=[C:22]([CH3:24])[CH:23]=2)=[N:13]1)C(=O)OC(C)(C)C>C(Cl)Cl.C(O)(C(F)(F)F)=O>[CH3:1][NH:2][CH2:10][CH2:11][N:12]1[C:17](=[O:18])[CH:16]=[CH:15][C:14]([C:19]2[S:20][CH:21]=[C:22]([CH3:24])[CH:23]=2)=[N:13]1. Reported procedure: A solution of tert-butyl methyl(2-(3-(4-methylthiophen-2-yl)-6-oxopyridazin-1(6H)-yl)ethyl)carbamate (340 mg, 973 μmol) in CH2Cl2 (5 mL) and TFA (5 mL) was stirred for 30 min at 23° C. The solvents were removed under reduced pressure and the residue partitioned between CH2Cl2 (20 mL) and 1M NaOH (10 mL). The organic layer was dried over MgSO4, concentrated and purified on silica (12 g) eluting with 0-6% (2M NH3 in MeOH/CH2Cl2) to give the product as an amber oil. MS (ESI pos. ion) m/z (MH+): 250...